Dataset: the Open Reaction Database (ORD), a public repository of structured organic reaction records. Task: describe an organic reaction: reactants, conditions, products, and yield Reactants: Cl.O1CCOCC1 (hydrochloric acid dioxane), C(#N)C1(CCN(CC1)C(=O)OC(C)(C)C)CO (tert-butyl 4-cyano-4-(hydroxymethyl)piperidine-1-carboxylate). Run in O1CCOCC1 (dioxane). Run at time 1 hour. The product is Cl.OCC1(CCNCC1)C#N (4-(hydroxymethyl)piperidine-4-carbonitrile hydrochloride). As a reaction SMILES: [ClH:1].O1CCOCC1.[C:8]([C:10]1([CH2:23][OH:24])[CH2:15][CH2:14][N:13](C(OC(C)(C)C)=O)[CH2:12][CH2:11]1)#[N:9]>O1CCOCC1>[ClH:1].[OH:24][CH2:23][C:10]1([C:8]#[N:9])[CH2:15][CH2:14][NH:13][CH2:12][CH2:11]1 |f:0.1,4.5|. Procedure details: 4 M hydrochloric acid/dioxane solution (15 ml) was added to a solution of tert-butyl 4-cyano-4-(hydroxymethyl)piperidine-1-carboxylate (886 mg) in dioxane (5 ml), and stirring was performed for one hour at room temperature. The reaction mixture was concentrated under reduced pressure, and 4-(hydroxymethyl)piperidine-4-carbonitrile hydrochloride (663 mg) was obtained. The reactants are solution, C(CCC)[Li] (n-butyllithium), C(=O)=O (dry ice), BrC1=C(C(=C(C=C1)SC)F)C(F)(F)F (1-bromo-3-fluoro-4-(methylsulfanyl)-2-(trifluoromethyl)benzene), [OH-].[Na+] (NaOH). The solvent is CCCCCC (hexane), O (Water), C(C)OCC (diethyl ether). Reaction conditions: temperature -78 celsius, time 60 minute. Yields the product FC=1C(=C(C(=O)O)C=CC1SC)C(F)(F)F (3-fluoro-4-(methylsulfanyl)-2-(trifluoromethyl)benzoic acid). RXN SMILES: Br[C:2]1[CH:7]=[CH:6][C:5]([S:8][CH3:9])=[C:4]([F:10])[C:3]=1[C:11]([F:14])([F:13])[F:12].C([Li])CCC.[C:20](=[O:22])=[O:21].[OH-].[Na+]>C(OCC)C.CCCCCC.O>[F:10][C:4]1[C:3]([C:11]([F:14])([F:13])[F:12])=[C:2]([CH:7]=[CH:6][C:5]=1[S:8][CH3:9])[C:20]([OH:22])=[O:21] |f:3.4|. Procedure details: 21.0 g (72.98 mmol) of 1-bromo-3-fluoro-4-(methylsulfanyl)-2-(trifluoromethyl)benzene were dissolved in 275 ml of absolute diethyl ether and cooled to −78° C. 54.8 ml (87.59 mmol) of a 1.6M solution of n-butyllithium in hexane were slowly added dropwise, and the resulting solution was stirred at −78° C. for 60 minutes. The reaction mixture was then added to freshly ground dry ice and slowly warmed to RT. Water was added, and the reaction mixture was made alkaline using 2M NaOH solution and washe... The reactants are C(=O)(O)[O-].[Na+] (NaHCO3), N1CC(CCC1)OC1=CC2=C(C3=NC(=CN3CCO2)C2=NC=CC=C2)C=C1 (8-(Piperidin-3-yloxy)-2-pyridin-2-yl-4,5-dihydro-6-oxa-1,3a-diazabenzo[e]azulene), CC(=O)C (acetone), C(C)(=O)O[BH-](OC(C)=O)OC(C)=O.[Na+] (sodium triacetoxyborohydride). The solvent is CCOC(=O)C (EtOAc), O (water), C(Cl)Cl (DCM), CC(=O)O (AcOH). Run at time 18 hour. Yields the product C(C)(C)N1CC(CCC1)OC1=CC2=C(C=3N(CCO2)C=C(N3)C3=NC=CC=C3)C=C1 (9-(1-isopropylpiperidin-3-yloxy)-2-(pyridin-2-yl)-5,6-dihydrobenzo[f]imidazo[1,2-d][1,4]oxazepine). Yield: 76.0%. As a reaction SMILES: [NH:1]1[CH2:6][CH2:5][CH2:4][CH:3]([O:7][C:8]2[CH:27]=[CH:26][C:11]3[C:12]4[N:16]([CH2:17][CH2:18][O:19][C:10]=3[CH:9]=2)[CH:15]=[C:14]([C:20]2[CH:25]=[CH:24][CH:23]=[CH:22][N:21]=2)[N:13]=4)[CH2:2]1.[CH3:28][C:29]([CH3:31])=O.C(O[BH-](OC(=O)C)OC(=O)C)(=O)C.[Na+].C([O-])(O)=O.[Na+]>C(Cl)Cl.CCOC(C)=O.O.CC(O)=O>[CH:29]([N:1]1[CH2:6][CH2:5][CH2:4][CH:3]([O:7][C:8]2[CH:27]=[CH:26][C:11]3[C:12]4[N:16]([CH:15]=[C:14]([C:20]5[CH:25]=[CH:24][CH:23]=[CH:22][N:21]=5)[N:13]=4)[CH2:17][CH2:18][O:19][C:10]=3[CH:9]=2)[CH2:2]1)([CH3:31])[CH3:28] |f:2.3,4.5|. Reported procedure: To a solution of 8-(piperidin-3-yloxy)-2-pyridin-2-yl-4,5-dihydro-6-oxa-1,3a-diazabenzo[e]azulene from Example 9 (13 mg, 0.036 mmol) in DCM (1 mL) were added acetone (100 uL), AcOH (50 uL) and sodium triacetoxyborohydride (15 mg, 0.072 mmol). The resulting mixture was stirred at RT for 18 h and then diluted with EtOAc. The organic layer was poured into water and the aqueous layer basified with a saturated solution of NaHCO3. The aqueous phase was extracted with EtOAc (×3) and the combined organi... Reactants: C[Si](C)(C)CCOCn1cc(Br)c2c(Oc3ccc([N+](=O)[O-])cc3F)ccnc21, CCO, Cc1ccccc1, [K+], [K+], [K+], O=P([O-])([O-])[O-], OB(O)c1ccncc1. The product is C[Si](C)(C)CCOCn1cc(-c2ccncc2)c2c(Oc3ccc([N+](=O)[O-])cc3F)ccnc21. RXN SMILES: [Br:1][c:2]1[cH:3][n:4]([CH2:22][O:23][CH2:24][CH2:25][Si:26]([CH3:27])([CH3:28])[CH3:29])[c:5]2[n:6][cH:7][cH:8][c:9]([O:11][c:12]3[c:13]([F:21])[cH:14][c:15]([N+:18](=[O:19])[O-:20])[cH:16][cH:17]3)[c:10]12.[CH3:39][CH2:40][OH:41].[CH3:50][c:51]1[cH:52][cH:53][cH:54][cH:55][cH:56]1.[K+:47].[K+:48].[K+:49].[P:42]([O-:43])([O-:44])([O-:45])=[O:46].[n:30]1[cH:31][cH:32][c:33]([B:36]([OH:37])[OH:38])[cH:34][cH:35]1>>[c:2]1(-[c:33]2[cH:32][cH:31][n:30][cH:35][cH:34]2)[cH:3][n:4]([CH2:22][O:23][CH2:24][CH2:25][Si:26]([CH3:27])([CH3:28])[CH3:29])[c:5]2[n:6][cH:7][cH:8][c:9]([O:11][c:12]3[c:13]([F:21])[cH:14][c:15]([N+:18](=[O:19])[O-:20])[cH:16][cH:17]3)[c:10]12. The reactants are S1C(=CC=C1)CNC(OC(C)(C)C)=O (tert-butyl thiophen-2-ylmethylcarbamate), C1CC(=O)N(C1=O)Br (NBS). Solvent: C(C)(=O)OCC (ethyl acetate), CN(C)C=O (DMF). Run at temperature 20 celsius, time 5 hour. The product is BrC1=CC=C(S1)CNC(OC(C)(C)C)=O (tert-butyl (5-bromothiophen-2-yl)methylcarbamate). The yield is 91.3%. RXN SMILES: [S:1]1[CH:5]=[CH:4][CH:3]=[C:2]1[CH2:6][NH:7][C:8](=[O:14])[O:9][C:10]([CH3:13])([CH3:12])[CH3:11].C1C(=O)N([Br:22])C(=O)C1>CN(C=O)C.C(OCC)(=O)C>[Br:22][C:5]1[S:1][C:2]([CH2:6][NH:7][C:8](=[O:14])[O:9][C:10]([CH3:11])([CH3:13])[CH3:12])=[CH:3][CH:4]=1. Reported procedure: To a solution of produce tert-butyl thiophen-2-ylmethylcarbamate (1.28 g, 6 mmol, 1.0 equiv.) in DMF (4 mL) was added NBS (1.17 g, 6.6 mmol, 1.1 eq). After stirring at 20° C. for 5 h, the reaction mixture was diluted with ethyl acetate and washed with water for three times. The organic layer was dried (MgSO4) and concentrated in vacua. The residue was purified by silica gel column chromatography (PE/EtOAc=100:1 to 5:1) to afford tert-butyl (5-bromothiophen-2-yl)methylcarbamate (1.6 g, 91%). LC-M... Starting materials: C(C)(=O)O (acetic acid), O (water), [N+](=O)([O-])C1=C(C=CC(=C1)[N+](=O)[O-])F (2,4-dinitrofluorobenzene), [H][H] (hydrogen). Reagents/catalysts: [Pt]=O (platinum oxide), [Fe] (iron). Solvent: C(C)O (ethanol). Yields the product FC1=C(N)C=C(C=C1)[N+](=O)[O-] (2-fluoro-5-nitroaniline). Yield: 89.3%. RXN SMILES: C(O)(=O)C.O.[N+:6]([C:9]1[CH:14]=[C:13]([N+:15]([O-:17])=[O:16])[CH:12]=[CH:11][C:10]=1[F:18])([O-])=O.[H][H]>[Pt]=O.[Fe].C(O)C>[F:18][C:10]1[CH:11]=[CH:12][C:13]([N+:15]([O-:17])=[O:16])=[CH:14][C:9]=1[NH2:6]. Procedure: To a mixture of 40 ml of glacial acetic acid, 5 ml of water, and 8.32 g (0.0447 mole) of 2,4-dinitrofluorobenzene were added 0.10 g (0.00044 mole) of platinum oxide and 0.50 g (0.0090 mole) of powdered iron. Subsequently, 160 ml of ethanol was added to this mixture, and the entire reaction mixture was placed in a 500 ml Parr hydrogenation reactor. The reaction was stopped after 144 psi of hydrogen had been absorbed, and the reaction mixture was then filtered. The filtrate was evaporated under re... The reactants are [Al+3], COC(=O)C1Cc2c(OC)ccc(OC)c2CO1, [H-], [H-], [H-], [H-], [Li+], C1CCOC1. The product is COc1ccc(OC)c2c1COC(CO)C2. Reaction SMILES: [Al+3:20].[CH3:1][O:2][c:3]1[c:4]2[c:9]([c:10]([O:13][CH3:14])[cH:11][cH:12]1)[CH2:8][O:7][CH:6]([C:15](=[O:16])[O:17][CH3:18])[CH2:5]2.[H-:19].[H-:22].[H-:23].[H-:24].[Li+:21].[O:25]1[CH2:26][CH2:27][CH2:28][CH2:29]1>>[CH3:1][O:2][c:3]1[c:4]2[c:9]([c:10]([O:13][CH3:14])[cH:11][cH:12]1)[CH2:8][O:7][CH:6]([CH2:15][OH:16])[CH2:5]2.